This data is from the Open Reaction Database (ORD), a public repository of structured organic reaction records. The task is: describe an organic reaction: reactants, conditions, products, and yield Reactants: ClC=1C=C(C=CC1O)C(C(=O)O)=O (2-(3-Chloro-4-hydroxyphenyl)glyoxylic acid), Cl.CON (O-methylhydroxylamine hydrochloride), ( 5-3)(a ). Product: CON=C(C(=O)O)C1=CC(=C(C=C1)O)Cl (2-methoxyimino-2-(3-chloro-4-hydroxyphenyl)acetic acid). Reaction SMILES: [Cl:1][C:2]1[CH:3]=[C:4]([C:9](=O)[C:10]([OH:12])=[O:11])[CH:5]=[CH:6][C:7]=1[OH:8].Cl.[CH3:15][O:16][NH2:17]>>[CH3:15][O:16][N:17]=[C:9]([C:4]1[CH:5]=[CH:6][C:7]([OH:8])=[C:2]([Cl:1])[CH:3]=1)[C:10]([OH:12])=[O:11] |f:1.2|. Procedure details: 2-(3-Chloro-4-hydroxyphenyl)glyoxylic acid (6.45 g.) and O-methylhydroxylamine hydrochloride (2.74 g.) were reacted according to a similar manner to that of Preparation (5-3)(a) to give oil of 2-methoxyimino-2-(3-chloro-4-hydroxyphenyl)acetic acid (a mixture of syn and anti isomers) (7 g.). Reactants: O=C([O-])[O-], Oc1ccc(Cl)c2c1CCCC2, Cc1cc(Cl)c(Cl)cc1[N+](=O)[O-], [K+], [K+], CN(C)C=O. The product is Cc1cc(Oc2ccc(Cl)c3c2CCCC3)c(Cl)cc1[N+](=O)[O-]. As a reaction SMILES: [C:25](=[O:26])([O-:27])[O-:28].[Cl:13][c:14]1[cH:15][cH:16][c:17]([OH:24])[c:18]2[c:23]1[CH2:22][CH2:21][CH2:20][CH2:19]2.[Cl:1][c:2]1[cH:3][c:4]([N+:10](=[O:11])[O-:12])[c:5]([CH3:9])[cH:6][c:7]1[Cl:8].[K+:29].[K+:30].[O:31]=[CH:32][N:33]([CH3:34])[CH3:35]>>[Cl:1][c:2]1[cH:3][c:4]([N+:10](=[O:11])[O-:12])[c:5]([CH3:9])[cH:6][c:7]1[O:24][c:17]1[cH:16][cH:15][c:14]([Cl:13])[c:23]2[c:18]1[CH2:19][CH2:20][CH2:21][CH2:22]2. The reactants are Cl.C(C1=CC=CC=C1)(C1=CC=CC=C1)(C1=CC=CC=C1)SCCN (2-(tritylthio)ethylamine hydrochloride), CC1=C2C=C(NC2=C(C=C1)NS(=O)(=O)C=1SC=CC1)C(=O)O (4-methyl-7-[(2-thienylsulfonyl)amino]-1H-indole-2-carboxylic acid), N1(N=NC2=C1C=CC=C2)O (1H-1,2,3-benzotriazol-1-ol), Cl.CN(CCCN=C=NCC)C (N-[3-(dimethylamino)propyl]-N′-ethylcarbodiimide hydrochloride). The solvent is CN(C=O)C (N,N-dimethylformamide), C(C)N(CC)CC (triethylamine), C(C)(=O)OCC (ethyl acetate). Reaction conditions: time 15 hour. The product is CC1=C2C=C(NC2=C(C=C1)NS(=O)(=O)C=1SC=CC1)C(=O)NCCSC(C1=CC=CC=C1)(C1=CC=CC=C1)C1=CC=CC=C1 (4-Methyl-7-[(2-thienylsulfonyl)amino]-N-[2-(tritylthio)ethyl]-1H-indole-2-carboxamide). Isolated yield 94.6%. Reaction SMILES: Cl.[C:2]([S:21][CH2:22][CH2:23][NH2:24])([C:15]1[CH:20]=[CH:19][CH:18]=[CH:17][CH:16]=1)([C:9]1[CH:14]=[CH:13][CH:12]=[CH:11][CH:10]=1)[C:3]1[CH:8]=[CH:7][CH:6]=[CH:5][CH:4]=1.[CH3:25][C:26]1[CH:34]=[CH:33][C:32]([NH:35][S:36]([C:39]2[S:40][CH:41]=[CH:42][CH:43]=2)(=[O:38])=[O:37])=[C:31]2[C:27]=1[CH:28]=[C:29]([C:44](O)=[O:45])[NH:30]2.N1(O)C2C=CC=CC=2N=N1.Cl.CN(C)CCCN=C=NCC>C(OCC)(=O)C.CN(C)C=O.C(N(CC)CC)C>[CH3:25][C:26]1[CH:34]=[CH:33][C:32]([NH:35][S:36]([C:39]2[S:40][CH:41]=[CH:42][CH:43]=2)(=[O:38])=[O:37])=[C:31]2[C:27]=1[CH:28]=[C:29]([C:44]([NH:24][CH2:23][CH2:22][S:21][C:2]([C:9]1[CH:14]=[CH:13][CH:12]=[CH:11][CH:10]=1)([C:15]1[CH:16]=[CH:17][CH:18]=[CH:19][CH:20]=1)[C:3]1[CH:8]=[CH:7][CH:6]=[CH:5][CH:4]=1)=[O:45])[NH:30]2 |f:0.1,4.5|. Reported procedure: To a mixture of 2-(tritylthio)ethylamine hydrochloride (0.93 g), triethylamine (0.37 mL) and N,N-dimethylformamide (15 mL) were added 4-methyl-7-[(2-thienylsulfonyl)amino]-1H-indole-2-carboxylic acid (0.73 g), 1H-1,2,3-benzotriazol-1-ol (0.47 g) and N-[3-(dimethylamino)propyl]-N′-ethylcarbodiimide hydrochloride (0.59 g) under ice-cooling, and the mixture was stirred at room temperature for 15 hr. The reaction mixture was diluted with ethyl acetate, washed with aqueous citric acid solution, aqueo...